Dataset: the Open Reaction Database (ORD), a public repository of structured organic reaction records. Task: describe an organic reaction: reactants, conditions, products, and yield Starting materials: ClC=1N=C2C(=C(C=NC2=CC1)C(C)=O)NCC1CCN(CC1)C (1-{6-chloro-4-[(1-methylpiperidin-4-yl)methylamino]-1,5-naphthyridin-3-yl}ethanone), ClC1=C(C(=CC(=C1)B1OC(C(O1)(C)C)(C)C)Cl)O (2,6-dichloro-4-(4,4,5,5-tetramethyl-1,3,2-dioxaborolan-2-yl)phenol), C1(=C(C(=C(C(=C1F)F)F)N)F)N.Cl.Cl (dihydrochloride). Yields the product Cl.Cl.ClC=1C=C(C=C(C1O)Cl)C=1N=C2C(=C(C=NC2=CC1)C(C)=O)NCC1CCN(CC1)C (1-(6-(3,5-Dichloro-4-hydroxyphenyl)-4-((1-methylpiperidin-4-yl)methylamino)-1,5-naphthyridin-3-yl)ethanone dihydrochloride). Isolated yield 10.2%. As a reaction SMILES: [Cl:1][C:2]1[N:3]=[C:4]2[C:9](=[CH:10][CH:11]=1)[N:8]=[CH:7][C:6]([C:12](=[O:14])[CH3:13])=[C:5]2[NH:15][CH2:16][CH:17]1[CH2:22][CH2:21][N:20]([CH3:23])[CH2:19][CH2:18]1.[Cl:24][C:25]1[CH:30]=[C:29](B2OC(C)(C)C(C)(C)O2)[CH:28]=[C:27]([Cl:40])[C:26]=1[OH:41].C1(N)C(F)=C(F)C(F)=C(N)C=1F.Cl.Cl>>[ClH:1].[ClH:24].[Cl:24][C:25]1[CH:30]=[C:29]([C:2]2[N:3]=[C:4]3[C:9](=[CH:10][CH:11]=2)[N:8]=[CH:7][C:6]([C:12](=[O:14])[CH3:13])=[C:5]3[NH:15][CH2:16][CH:17]2[CH2:22][CH2:21][N:20]([CH3:23])[CH2:19][CH2:18]2)[CH:28]=[C:27]([Cl:40])[C:26]=1[OH:41] |f:2.3.4,5.6.7|. Procedure: Following general procedure II, 1-{6-chloro-4-[(1-methylpiperidin-4-yl)methylamino]-1,5-naphthyridin-3-yl}ethanone (60 mg, 0.18 mmol) was reacted with 2,6-dichloro-4-(4,4,5,5-tetramethyl-1,3,2-dioxaborolan-2-yl)phenol (78 mg, 0.27 mmol) followed by formation of the dihydrochloride salt to afford the desired product (7.3 mg, 7.6%) as an off-white solid: 1H NMR (500 MHz, CD3OD) δ 9.18 (s, 1H), 8.48 (d, J=9.0 Hz, 1H), 8.35 (d, J=8.9 Hz, 1H), 8.11 (s, 2H), 4.60 (d, J=7.1 Hz, 2H), 3.65-3.59 (m, 2H), ... Reactants: C1C2[C@H]1C(C1C3(CC[C@H]4[C@@H]5CCC([C@@]5(C)CC[C@@H]4[C@@]23C)=O)O1)=O (1,2β-methylen-4,5-epoxyandrostane-3,17-dione), S(O)(O)(=O)=O (sulfuric acid), [N-]=[N+]=[N-].[Na+] (sodium azide), Cl (hydrochloric acid). Run in CS(=O)C (dimethylsulfoxide), O (water). Conditions: temperature 85 celsius. The product is C1C2[C@H]1C(C(=C1CC[C@H]3[C@@H]4CCC([C@@]4(C)CC[C@@H]3[C@@]21C)=O)N=[N+]=[N-])=O (1,2β-methylen-4-azidoandrost-4-ene-3,17-dione). Yield: 70.0%. RXN SMILES: [CH2:1]1[C@@H:3]2[C:4](=[O:23])[CH:5]3O[C:6]43[C@:19]([CH3:20])([CH:2]12)[C@@H:18]1[C@H:9]([C@H:10]2[C@@:14]([CH2:16][CH2:17]1)([CH3:15])[C:13](=[O:21])[CH2:12][CH2:11]2)[CH2:8][CH2:7]4.S(=O)(=O)(O)O.[N-:29]=[N+:30]=[N-:31].[Na+].Cl>CS(C)=O.O>[CH2:1]1[C@@H:3]2[C:4](=[O:23])[C:5]([N:29]=[N+:30]=[N-:31])=[C:6]3[C@:19]([CH3:20])([CH:2]12)[C@@H:18]1[C@H:9]([C@H:10]2[C@@:14]([CH2:16][CH2:17]1)([CH3:15])[C:13](=[O:21])[CH2:12][CH2:11]2)[CH2:8][CH2:7]3 |f:2.3|. Reported procedure: To a stirred solution of 1,2β-methylen-4,5-epoxyandrostane-3,17-dione (0.50 g, 1.59 mmole) in dry dimethylsulfoxide (7.5 ml) is added conc. sulfuric acid (0.11 ml) and sodium azide (1.4 g). The resulting reaction mixture is heated at about 85° C. during 3 hours, cooled, poured into a mixture of water (50 ml) and conc. hydrochloric acid (4 ml), and extracted with ethyl acetate (3×50 ml). The combined organic extracts are dried over sodium sulfate, filtered and evaporated in vacuo to yield a solid...